The task is: describe an organic reaction: reactants, conditions, products, and yield. This data is from the Open Reaction Database (ORD), a public repository of structured organic reaction records. Starting materials: O=[N+]([O-])c1ccc(Br)cn1, CN. The product is CNc1ccc([N+](=O)[O-])nc1. Reaction SMILES: [Br:1][c:2]1[cH:3][cH:4][c:5]([N+:8](=[O:9])[O-:10])[n:6][cH:7]1.[CH3:11][NH2:12]>>[c:2]1([NH:12][CH3:11])[cH:3][cH:4][c:5]([N+:8](=[O:9])[O-:10])[n:6][cH:7]1. Reactants: CN(C=O)C (N,N-dimethylformamide), FC=1C(=C2C(C(=CN(C2=CC1F)[C@H]1[C@H](C1)F)C(=O)O)=O)C (6,7-difluoro-1-[2-(S)-fluoro-1-(R)-cyclopropyl]-5-methyl-4-oxo-1,4-dihydroquinoline-3-carboxylic acid), Cl.Cl.N12CCNC(CC1)C2 (1,4-diazabicyclo[3.2.1]octane dihydrochloride). The solvent is C(C)N(CC)CC (triethylamine). Run at temperature 100 celsius, time 1 hour. Product: N12CCN(C(CC1)C2)C2=C(C(=C1C(C(=CN(C1=C2)[C@H]2[C@H](C2)F)C(=O)O)=O)C)F (7-(1,4-Diazabicyclo[3.2.1]octan-4-yl)-6-fluoro-1-[2-(S)-fluoro-1-(R)-cyclopropyl]-5-methyl-4-oxo-1,4-dihydroquinoline-3-carboxylic Acid). The yield is 50.0%. As a reaction SMILES: CN(C)C=O.[F:6][C:7]1[C:8]([CH3:26])=[C:9]2[C:14](=[CH:15][C:16]=1F)[N:13]([C@@H:18]1[CH2:20][C@@H:19]1[F:21])[CH:12]=[C:11]([C:22]([OH:24])=[O:23])[C:10]2=[O:25].Cl.Cl.[N:29]12[CH2:36][CH:33]([CH2:34][CH2:35]1)[NH:32][CH2:31][CH2:30]2>C(N(CC)CC)C>[N:29]12[CH2:36][CH:33]([CH2:34][CH2:35]1)[N:32]([C:16]1[CH:15]=[C:14]3[C:9]([C:10](=[O:25])[C:11]([C:22]([OH:24])=[O:23])=[CH:12][N:13]3[C@@H:18]3[CH2:20][C@@H:19]3[F:21])=[C:8]([CH3:26])[C:7]=1[F:6])[CH2:31][CH2:30]2 |f:2.3.4|. Procedure details: To 6 ml of dried N,N-dimethylformamide were added 200 mg of 6,7-difluoro-1-[2-(S)-fluoro-1-(R)-cyclopropyl]-5-methyl-4-oxo-1,4-dihydroquinoline-3-carboxylic acid, 372 mg of 1,4-diazabicyclo[3.2.1]octane dihydrochloride, and 2 ml of triethylamine, and the mixture was stirred at 100° C. for 1 hour. After allowing to cool, the reaction mixture was concentrated under reduced pressure, and the residue was dissolved in a 1N sodium hydroxide aqueous solution under cooling with ice. The solution was neu... Starting materials: C(=O)(O)[O-].[Na+] (NaHCO3), C(C)(C)N(C(C)C)CC (N,N-Diisopropylethylamine), Cl.Cl.C[Si](CCOCN1C=CC2=C1N=CN=C2C=2C=NN(C2)C2(CNC2)CC#N)(C)C ({3-[4-(7-{[2-(trimethylsilyl)ethoxy]methyl}-7H-pyrrolo[2,3-d]pyrimidin-4-yl)-1H-pyrazol-1-yl]azetidin-3-yl}acetonitrile dihydrochloride), ClC=1N=CC(=NC1)C(=O)N[C@H](C(F)(F)F)C1CC1 (5-chloro-N-[(1S)-1-cyclopropyl-2,2,2-trifluoroethyl]pyrazine-2-carboxamide). Solvent: CN1CCCC1=O (NMP). Run at temperature 125 celsius, time 2 hour. Product: C(#N)CC1(CN(C1)C=1N=CC(=NC1)C(=O)N[C@H](C(F)(F)F)C1CC1)N1N=CC(=C1)C=1C2=C(N=CN1)N(C=C2)COCC[Si](C)(C)C (5-{3-(cyanomethyl)-3-[4-(7-{[2-(trimethylsilyl)ethoxy]methyl}-7H-pyrrolo[2,3-d]pyrimidin-4-yl)-1H-pyrazol-1-yl]azetidin-1-yl}-N-[(1S)-1-cyclopropyl-2,2,2-trifluoroethyl]pyrazine-2-carboxamide). Isolated yield 58.4%. As a reaction SMILES: C(N(CC)C(C)C)(C)C.Cl.Cl.[CH3:12][Si:13]([CH3:40])([CH3:39])[CH2:14][CH2:15][O:16][CH2:17][N:18]1[C:22]2[N:23]=[CH:24][N:25]=[C:26]([C:27]3[CH:28]=[N:29][N:30]([C:32]4([CH2:36][C:37]#[N:38])[CH2:35][NH:34][CH2:33]4)[CH:31]=3)[C:21]=2[CH:20]=[CH:19]1.Cl[C:42]1[N:43]=[CH:44][C:45]([C:48]([NH:50][C@@H:51]([CH:56]2[CH2:58][CH2:57]2)[C:52]([F:55])([F:54])[F:53])=[O:49])=[N:46][CH:47]=1.C([O-])(O)=O.[Na+]>CN1C(=O)CCC1>[C:37]([CH2:36][C:32]1([N:30]2[CH:31]=[C:27]([C:26]3[C:21]4[CH:20]=[CH:19][N:18]([CH2:17][O:16][CH2:15][CH2:14][Si:13]([CH3:39])([CH3:12])[CH3:40])[C:22]=4[N:23]=[CH:24][N:25]=3)[CH:28]=[N:29]2)[CH2:33][N:34]([C:42]2[N:43]=[CH:44][C:45]([C:48]([NH:50][C@@H:51]([CH:56]3[CH2:58][CH2:57]3)[C:52]([F:55])([F:54])[F:53])=[O:49])=[N:46][CH:47]=2)[CH2:35]1)#[N:38] |f:1.2.3,5.6|. Procedure: N,N-Diisopropylethylamine (0.11 mL, 0.62 mmol) was added to a mixture of {3-[4-(7-{[2-(trimethylsilyl)ethoxy]methyl}-7H-pyrrolo[2,3-d]pyrimidin-4-yl)-1H-pyrazol-1-yl]azetidin-3-yl}acetonitrile dihydrochloride (110 mg, 0.22 mmol) and 5-chloro-N-[(1S)-1-cyclopropyl-2,2,2-trifluoroethyl]pyrazine-2-carboxamide (58 mg, 0.21 mmol) in NMP (2.0 mL). The reaction mixture was stirred at 125° C. for 2 h. The reaction mixture was worked up with saturated aqueous NaHCO3, and extracted with dichloromethylene ... Yields the product COc1ccc2nc(-c3cnc(N(C)C)nc3)oc2c1. Reactants: CN(C)c1ncc(Br)cn1, O=C([O-])[O-], COc1ccc2ncoc2c1, [Cs+], [Cs+], CN(C)C=O. RXN SMILES: [Br:12][c:13]1[cH:14][n:15][c:16]([N:19]([CH3:20])[CH3:21])[n:17][cH:18]1.[C:22](=[O:23])([O-:24])[O-:25].[CH3:1][O:2][c:3]1[cH:4][c:5]2[c:6]([n:7][cH:8][o:9]2)[cH:10][cH:11]1.[Cs+:26].[Cs+:27].[O:28]=[CH:29][N:30]([CH3:31])[CH3:32]>>[CH3:1][O:2][c:3]1[cH:4][c:5]2[c:6]([n:7][c:8](-[c:13]3[cH:14][n:15][c:16]([N:19]([CH3:20])[CH3:21])[n:17][cH:18]3)[o:9]2)[cH:10][cH:11]1.